Dataset: the Open Reaction Database (ORD), a public repository of structured organic reaction records. Task: describe an organic reaction: reactants, conditions, products, and yield Reactants: C(C)(C)(C)OC1=CN2C(=C(C(=C2C=C1)C(=O)C1=CC=C(C=C1)Cl)CC(C(=O)OCC)(C)C)C(C(C)(C)C)=O (ethyl 3-{6-tert-butoxy-1-[(4-chlorophenyl)carbonyl]-3-(2,2-dimethylpropanoyl)indolizin-2-yl}-2,2-dimethylpropanoate), [Cl-].[Al+3].[Cl-].[Cl-] (aluminum chloride), [C@@H]([C@H](C(=O)[O-])O)(C(=O)[O-])O.[Na+].[K+] (Rochelle's salt). Run in C(Cl)Cl (CH2Cl2). Conditions: temperature 23 celsius, time 30 minute. Product: ClC1=CC=C(C=C1)C(=O)C=1C(=C(N2C=C(C=CC12)O)C(C(C)(C)C)=O)CC(C(=O)OCC)(C)C (ethyl 3-{1-[(4-chlorophenyl)carbonyl]-3-(2,2-dimethylpropanoyl)-6-hydroxyindolizin-2-yl}-2,2-dimethylpropanoate). Isolated yield 55.1%. RXN SMILES: C([O:5][C:6]1[CH:14]=[CH:13][C:12]2[N:8]([C:9]([C:33](=[O:38])[C:34]([CH3:37])([CH3:36])[CH3:35])=[C:10]([CH2:24][C:25]([CH3:32])([CH3:31])[C:26]([O:28][CH2:29][CH3:30])=[O:27])[C:11]=2[C:15]([C:17]2[CH:22]=[CH:21][C:20]([Cl:23])=[CH:19][CH:18]=2)=[O:16])[CH:7]=1)(C)(C)C.[Cl-].[Al+3].[Cl-].[Cl-].[C@H](O)(C([O-])=O)[C@@H](O)C([O-])=O.[Na+].[K+]>C(Cl)Cl>[Cl:23][C:20]1[CH:19]=[CH:18][C:17]([C:15]([C:11]2[C:10]([CH2:24][C:25]([CH3:31])([CH3:32])[C:26]([O:28][CH2:29][CH3:30])=[O:27])=[C:9]([C:33](=[O:38])[C:34]([CH3:36])([CH3:37])[CH3:35])[N:8]3[C:12]=2[CH:13]=[CH:14][C:6]([OH:5])=[CH:7]3)=[O:16])=[CH:22][CH:21]=1 |f:1.2.3.4,5.6.7|. Procedure details: To a solution of the ethyl 3-{6-tert-butoxy-1-[(4-chlorophenyl)carbonyl]-3-(2,2-dimethylpropanoyl)indolizin-2-yl}-2,2-dimethylpropanoate (1.23 g, 2.27 mmol) in CH2Cl2 (10 mL) is added aluminum chloride (454 mg, 3.41 mmol). The reaction is stirred for 30 min at 23° C. then treated with a saturated aqueous solution of Rochelle's salt. The mixture is partitioned between CH2Cl2 and brine, then organics are collected, dried with MgSO4, filtered, and concentrated in vacuo. Purification of the crude by... The reactants are C(=O)C1=CC(=CC2=CC=CC=C12)C1(CCN(CC1)C(=O)OC(C)(C)C)O (tert-butyl 4-(4-formyl-2-naphthyl)-4-hydroxypiperidine-1-carboxylate), CC(C)=CC (2-methyl-2-butene), P(=O)(O)(O)[O-].[Na+] (sodium dihydrogen phosphate), Cl(=O)[O-].[Na+] (sodium chlorite). The solvent is CC(C)(C)O (2-methyl-2-propanol), O (water). Reaction conditions: time 2 hour. Yields the product C(C)(C)(C)OC(=O)N1CCC(CC1)(O)C=1C=C(C2=CC=CC=C2C1)C(=O)O (3-[1-(tert-Butoxycarbonyl)-4-hydroxypiperidin-4-yl]-1-naphthoic acid). Reaction SMILES: [CH:1]([C:3]1[C:12]2[C:7](=[CH:8][CH:9]=[CH:10][CH:11]=2)[CH:6]=[C:5]([C:13]2([OH:26])[CH2:18][CH2:17][N:16]([C:19]([O:21][C:22]([CH3:25])([CH3:24])[CH3:23])=[O:20])[CH2:15][CH2:14]2)[CH:4]=1)=[O:2].CC(=CC)C.P([O-])(O)(O)=[O:33].[Na+].Cl([O-])=O.[Na+]>CC(O)(C)C.O>[C:22]([O:21][C:19]([N:16]1[CH2:17][CH2:18][C:13]([C:5]2[CH:4]=[C:3]([C:1]([OH:33])=[O:2])[C:12]3[C:7]([CH:6]=2)=[CH:8][CH:9]=[CH:10][CH:11]=3)([OH:26])[CH2:14][CH2:15]1)=[O:20])([CH3:23])([CH3:25])[CH3:24] |f:2.3,4.5|. Procedure details: To a solution of 1.5 g (4.2 mmol) of tert-butyl 4-(4-formyl-2-naphthyl)-4-hydroxypiperidine-1-carboxylate in 25 mL of 2-methyl-2-propanol was added 2.3 mL (21 mmol) of 2-methyl-2-butene followed by dropwise addition of a solution of 1.00 g (8.45 mmol) of sodium dihydrogen phosphate and 877 mg (59.7 mmol) of sodium chlorite in 15 mL of water. The resulting mixture was stirred at ambient temperature for 2 h then evaporated in vacuo to remove all volatiles. The residue was diluted with water (5 mL)... Starting materials: C(C)C(CO)CCCC (2-ethyl hexanol), CC1=C(C=C(C=C1)N=C=O)N=C=O (2,4-toluene diisocyanate), C(CCC)C(=O)C (methyl butyl ketone), C(CCC)C(=O)C (methyl butyl ketone). Yields the product NC(=O)OCC.C(C)C(CO)CCCC (2-ethyl hexanol monourethane), CC1=C(C=C(C=C1)N=C=O)N=C=O (2,4-toluene diisocyanate). Reaction SMILES: [CH2:1]([CH:3]([CH2:6][CH2:7][CH2:8][CH3:9])[CH2:4][OH:5])[CH3:2].[CH3:10][C:11]1[CH:16]=[CH:15][C:14]([N:17]=[C:18]=[O:19])=[CH:13][C:12]=1[N:20]=[C:21]=[O:22].C(C(C)=O)CCC>>[NH2:17][C:18]([O:5][CH2:4][CH3:3])=[O:19].[CH2:1]([CH:3]([CH2:6][CH2:7][CH2:8][CH3:9])[CH2:4][OH:5])[CH3:2].[CH3:10][C:11]1[CH:16]=[CH:15][C:14]([N:17]=[C:18]=[O:19])=[CH:13][C:12]=1[N:20]=[C:21]=[O:22] |f:3.4|. Procedure details: The 2-ethyl hexanol monourethane of 2,4-toluene diisocyanate was prepared by adding 1953 parts of 2-ethyl hexanol to 2610 parts of 2,4-toluene diisocyanate and 200 parts of methyl butyl ketone over a 5-hour period with agitation and external cooling to maintain the batch reaction temperature below 20° C. The batch was then thinned with 100 parts of methyl butyl ketone and stored under dry nitrogen. The reactants are [Li]CCCC (nBuLi), IC=1SC(=CC1)I (2,5-diiodothiophene), solution, O=C1C(O)=C([O-])[C@H](O1)[C@@H](O)CO.[Na+] (sodium ascorbate), ClC=1C(C(=C(C(C1Cl)=O)C#N)C#N)=O (2,3-dichloro-5,6-dicyano-1,4-benzoquinone), ClC1=NC=CC=N1 (2-chloropyrimidine). Solvent: C1CCOC1 (THF), C(=O)([O-])[O-].[Na+].[Na+] (Na2CO3). Reaction conditions: temperature -20 celsius, time 1 hour. Yields the product ClC1=NC=CC(=N1)C=1SC(=CC1)I (2-Chloro-4-(5-iodothiophen-2-yl)pyrimidine). Reaction SMILES: [Li]CCCC.[I:6][C:7]1[S:8][C:9](I)=[CH:10][CH:11]=1.[Cl:13][C:14]1[N:19]=[CH:18][CH:17]=[CH:16][N:15]=1.ClC1C(=O)C(C#N)=C(C#N)C(=O)C=1Cl.O=C1O[C@H]([C@H](CO)O)C([O-])=C1O.[Na+]>C1COCC1.C([O-])([O-])=O.[Na+].[Na+]>[Cl:13][C:14]1[N:19]=[C:18]([C:9]2[S:8][C:7]([I:6])=[CH:11][CH:10]=2)[CH:17]=[CH:16][N:15]=1 |f:4.5,7.8.9|. Reported procedure: nBuLi (16 mL, 1.6 M solution in hexane, 25 mmol) was added to a stirred solution of 2,5-diiodothiophene (7.0 g, 21 mmol) in THF (80 mL) at −50° C. The solution was stirred for 10 min at −50° C. before 2.9 g (25 mmol) of 2-chloropyrimidine was added. The reaction solution was stirred for 1 h at −20° C., then cooled to −50° C. and quenched by addition of 2 mL of AcOH in 10 mL of MeOH. Solid 2,3-dichloro-5,6-dicyano-1,4-benzoquinone (10.4 g, 46 mmol) was added and the reaction solution was warmed t...